From a dataset of the Open Reaction Database (ORD), a public repository of structured organic reaction records. describe an organic reaction: reactants, conditions, products, and yield The reactants are O.O.[Sn](Cl)(Cl)(Cl)Cl (tin chloride dihydrate), C(C1=CC=CC=C1)OC(=O)CCN1CC2=CC(=CC=C2CC1)[N+](=O)[O-] (2-(2-benzyloxycarbonylethyl)-7-nitro-1,2,3,4-tetrahydroisoquinoline), C([O-])(O)=O.[Na+] (sodium bicarbonate). The solvent is C(C)O (ethanol). Run at time 30 minute. The product is NC1=CC=C2CCN(CC2=C1)CCC(=O)OCC1=CC=CC=C1 (7-amino-2-(2-benzyloxycarbonylethyl)-1,2,3,4-tetrahydroisoquinoline). The yield is 92.6%. As a reaction SMILES: [CH2:1]([O:8][C:9]([CH2:11][CH2:12][N:13]1[CH2:22][CH2:21][C:20]2[C:15](=[CH:16][C:17]([N+:23]([O-])=O)=[CH:18][CH:19]=2)[CH2:14]1)=[O:10])[C:2]1[CH:7]=[CH:6][CH:5]=[CH:4][CH:3]=1.O.O.[Sn](Cl)(Cl)(Cl)Cl.C(=O)(O)[O-].[Na+]>C(O)C>[NH2:23][C:17]1[CH:16]=[C:15]2[C:20]([CH2:21][CH2:22][N:13]([CH2:12][CH2:11][C:9]([O:8][CH2:1][C:2]3[CH:3]=[CH:4][CH:5]=[CH:6][CH:7]=3)=[O:10])[CH2:14]2)=[CH:19][CH:18]=1 |f:1.2.3,4.5|. Procedure: 1.80 g of 2-(2-benzyloxycarbonylethyl)-7-nitro-1,2,3,4-tetrahydroisoquinoline was dissolved in 10 ml of ethanol, and 4.77 g of tin chloride dihydrate was added to the solution. The solution was heated under reflux with stirring for 30 minutes. The resulting solution was neutralized by adding saturated aqueous solution of sodium bicarbonate, and the solution was extracted with ethyl acetate, washed with water and saturated aqueous solution of sodium chloride, and dried with anhydrous sodium sulfa... The reactants are CN(C)C=O, O=C(Cl)C(=O)Cl, O=C(O)c1ccc(Cl)nc1Cl, ClCCl. Yields the product ClCc1ccc(Cl)nc1Cl. Reaction SMILES: [CH3:18][N:19]([CH3:20])[CH:21]=[O:22].[Cl:12][C:13]([C:14]([Cl:15])=[O:16])=[O:17].[Cl:1][c:2]1[c:3]([C:4]([OH:5])=[O:6])[cH:7][cH:8][c:9]([Cl:11])[n:10]1.[Cl:23][CH2:24][Cl:25]>>[Cl:1][c:2]1[c:3]([CH2:4][Cl:12])[cH:7][cH:8][c:9]([Cl:11])[n:10]1. The reactants are BrC=1C=C2C=NN=C(C2=CC1)N1CCOCC1 (6-Bromo-1-morpholinophthalazine), C(C)(=O)[O-].[K+] (potassium acetate), CC1(OB(OC1(C)C)B1OC(C(O1)(C)C)(C)C)C (4,4,5,5-tetramethyl-2-(4,4,5,5-tetramethyl-1,3,2-dioxaborolan-2-yl)-1,3,2-dioxaborolane), ClC1=C(C=C(C(=O)N)C=C1)I (4-chloro-3-iodobenzamide), C([O-])([O-])=O.[K+].[K+] (potassium carbonate), O (water). The reagents and catalysts are C1=CC=C(C=C1)P([C-]2C=CC=C2)C3=CC=CC=C3.C1=CC=C(C=C1)P([C-]2C=CC=C2)C3=CC=CC=C3.Cl[Pd]Cl.[Fe+2] (1,1′-bis(diphenylphosphino)ferrocene-palladium dichloride), C=1C=CC(=CC1)[P](C=2C=CC=CC2)(C=3C=CC=CC3)[Pd]([P](C=4C=CC=CC4)(C=5C=CC=CC5)C=6C=CC=CC6)([P](C=7C=CC=CC7)(C=8C=CC=CC8)C=9C=CC=CC9)[P](C=1C=CC=CC1)(C=1C=CC=CC1)C=1C=CC=CC1 (tetrakis(triphenylphosphine)palladium). Run in O1CCOCC1 (1,4-dioxane), C(C)O (ethanol), C(C)(=O)OCC (ethyl acetate). Reaction conditions: temperature 80 celsius. Product: ClC1=C(C=C(C(=O)N)C=C1)C=1C=C2C=NN=C(C2=CC1)N1CCOCC1 (4-Chloro-3-(1-morpholin-4-ylphthalazin-6-yl)benzamide). Reaction SMILES: Br[C:2]1[CH:3]=[C:4]2[C:9](=[CH:10][CH:11]=1)[C:8]([N:12]1[CH2:17][CH2:16][O:15][CH2:14][CH2:13]1)=[N:7][N:6]=[CH:5]2.C([O-])(=O)C.[K+].CC1(C)C(C)(C)OB(B2OC(C)(C)C(C)(C)O2)O1.[Cl:41][C:42]1[CH:50]=[CH:49][C:45]([C:46]([NH2:48])=[O:47])=[CH:44][C:43]=1I.C(=O)([O-])[O-].[K+].[K+].O>C(OCC)(=O)C.C1C=CC(P(C2C=CC=CC=2)[C-]2C=CC=C2)=CC=1.C1C=CC(P(C2C=CC=CC=2)[C-]2C=CC=C2)=CC=1.Cl[Pd]Cl.[Fe+2].C1C=CC([P]([Pd]([P](C2C=CC=CC=2)(C2C=CC=CC=2)C2C=CC=CC=2)([P](C2C=CC=CC=2)(C2C=CC=CC=2)C2C=CC=CC=2)[P](C2C=CC=CC=2)(C2C=CC=CC=2)C2C=CC=CC=2)(C2C=CC=CC=2)C2C=CC=CC=2)=CC=1.C(O)C.O1CCOCC1>[Cl:41][C:42]1[CH:50]=[CH:49][C:45]([C:46]([NH2:48])=[O:47])=[CH:44][C:43]=1[C:2]1[CH:3]=[C:4]2[C:9](=[CH:10][CH:11]=1)[C:8]([N:12]1[CH2:17][CH2:16][O:15][CH2:14][CH2:13]1)=[N:7][N:6]=[CH:5]2 |f:1.2,5.6.7,10.11.12.13,^1:108,110,129,148|. Reported procedure: To 6-Bromo-1-morpholinophthalazine (0.20 g, 680 μmol), 1,1′-bis(diphenylphosphino)ferrocene-palladium dichloride (50 mg, 68 μmol), potassium acetate (200 mg, 2040 μmol), and 4,4,5,5-tetramethyl-2-(4,4,5,5-tetramethyl-1,3,2-dioxaborolan-2-yl)-1,3,2-dioxaborolane (207 mg, 816 μmol) was added 1,4-dioxane (6.80 mL) and the mixture was heated to 80° C. for 2 h. The mixture was added to a sealed tube containing 4-chloro-3-iodobenzamide (230 mg, 816 μmol), tetrakis(triphenylphosphine)palladium (79 mg, ... Starting materials: alkyl halide, C([O-])([O-])=O.[K+].[K+] (potassium carbonate), CN(C=O)C (dimethylformamide), OC1=CC=C(C=C1)S(=O)(=O)N1[C@H]2C(O[C@@H](C1)CC2(C)C)=O ((1R,4R)-5-(4-hydroxy-benzenesulfonyl)-8,8-dimethyl-2-oxa-5-aza-bicyclo[2.2.2]octan-3-one), OC1=CC=C(C=C1)S(=O)(=O)N1[C@H]2C(O[C@@H](C1)CC2(C)C)=O ((1R,4R)-5-(4-hydroxy-benzenesulfonyl)-8,8-dimethyl-2-oxa-5-aza-bicyclo[2.2.2]octan-3-one). The solvent is C(C)(=O)OCC (ethyl acetate). The product is C(C)(C)OC(C)C.CCCCCC (isopropyl ether hexane), (1R,4R)-5-(4-arylmethoxy-benzenesulfonyl)-8,8-dimethyl-2-oxa-5-aza-bicyclo[2.2.2]octan-3-one. As a reaction SMILES: O[C:2]1[CH:7]=[CH:6][C:5](S(N2[CH2:16][C@H:15]3[CH2:17]C(C)(C)[C@@H:12]2[C:13](=O)[O:14]3)(=O)=O)=[CH:4][CH:3]=1.[C:22](=O)([O-])[O-].[K+].[K+].CN(C)C=O>C(OCC)(=O)C>[CH:15]([O:14][CH:13]([CH3:12])[CH3:22])([CH3:16])[CH3:17].[CH3:6][CH2:7][CH2:2][CH2:3][CH2:4][CH3:5] |f:1.2.3,6.7|. Procedure: A mixture of (1R,4R)-5-(4-hydroxy-benzenesulfonyl)-8,8-dimethyl-2-oxa-5-aza-bicyclo[2.2.2]octan-3-one (compound of formula XXXVIII, 0.15 g, 0.48 mmol), the appropriate alkyl halide (0.97 mmol), potassium carbonate (0.13 g, 0.97 mmol) and dimethylformamide (1 ml) was shaken at about 50° C. for about 24 hours. The mixture was diluted with ethyl acetate, washed 4 times with water, dried over sodium sulfate, filtered and concentrated. Trituration of the residue from isopropyl ether-hexane afforded t... The reactants are Cl (HCl), ClC=1C(=CC=C2C(=CC(=NC12)C=1SC=C(N1)C(C)C)O[C@H]1C[C@H](N(C1)C(=O)OC(C)(C)C)C(=O)OC)OC ((2S,4S)-1-tert-butyl 2-methyl 4-(8-chloro-2-(4-isopropylthiazol-2-yl)-7-methoxyquinolin-4-yloxy)pyrrolidine-1,2-dicarboxylate), [OH-].[Li+] (lithium hydroxide), O (Water). Solvent: C1CCOC1 (THF). Conditions: temperature 40 celsius. Yields the product C(C)(C)(C)OC(=O)N1[C@@H](C[C@@H](C1)OC1=CC(=NC2=C(C(=CC=C12)OC)Cl)C=1SC=C(N1)C(C)C)C(=O)O ((2S,4S)-1-(tert-butoxycarbonyl)-4-(8-chloro-2-(4-isopropylthiazol-2-yl)-7-methoxyquinolin-4-yloxy)pyrrolidine-2-carboxylic acid). Yield: 105.5%. Reaction SMILES: [Cl:1][C:2]1[C:3]([O:37][CH3:38])=[CH:4][CH:5]=[C:6]2[C:11]=1[N:10]=[C:9]([C:12]1[S:13][CH:14]=[C:15]([CH:17]([CH3:19])[CH3:18])[N:16]=1)[CH:8]=[C:7]2[O:20][C@@H:21]1[CH2:25][N:24]([C:26]([O:28][C:29]([CH3:32])([CH3:31])[CH3:30])=[O:27])[C@H:23]([C:33]([O:35]C)=[O:34])[CH2:22]1.O.[OH-].[Li+].Cl>C1COCC1>[C:29]([O:28][C:26]([N:24]1[CH2:25][C@@H:21]([O:20][C:7]2[C:6]3[C:11](=[C:2]([Cl:1])[C:3]([O:37][CH3:38])=[CH:4][CH:5]=3)[N:10]=[C:9]([C:12]3[S:13][CH:14]=[C:15]([CH:17]([CH3:18])[CH3:19])[N:16]=3)[CH:8]=2)[CH2:22][C@H:23]1[C:33]([OH:35])=[O:34])=[O:27])([CH3:30])([CH3:32])[CH3:31] |f:2.3|. Procedure details: Compound 132 (20 g) was dissolved in THF (66 mL) at room temperature. Water (66 mL) was added, followed by lithium hydroxide (5 eq.) in one portion. The reaction mixture was heated at 40° C. for 3 hrs, cooled, acidified with 5M HCl, and extracted with DCM. The organic phase was dried over Na2SO4 and concentrated under vacuum to give compound 133 (20.57 g) as a yellow form in 99% yield and 96-97% purity. The reactants are CCOC(=O)c1ccc(-c2c(F)c(OC)cc(OC)c2Cl)c2cccnc12, C1CCOC1, [Li+], [OH-], O. The product is COc1cc(OC)c(Cl)c(-c2ccc(C(=O)O)c3ncccc23)c1F. Reaction SMILES: [CH2:1]([CH3:2])[O:3][C:4](=[O:5])[c:6]1[cH:7][cH:8][c:9](-[c:16]2[c:17]([Cl:27])[c:18]([O:25][CH3:26])[cH:19][c:20]([O:23][CH3:24])[c:21]2[F:22])[c:10]2[cH:11][cH:12][cH:13][n:14][c:15]12.[CH2:30]1[O:31][CH2:32][CH2:33][CH2:34]1.[Li+:29].[OH-:28].[OH2:35]>>[O:3]=[C:4]([OH:5])[c:6]1[cH:7][cH:8][c:9](-[c:16]2[c:17]([Cl:27])[c:18]([O:25][CH3:26])[cH:19][c:20]([O:23][CH3:24])[c:21]2[F:22])[c:10]2[cH:11][cH:12][cH:13][n:14][c:15]12.